From a dataset of the Open Reaction Database (ORD), a public repository of structured organic reaction records. describe an organic reaction: reactants, conditions, products, and yield Isolated yield 88.8%. Procedure: A solution of 3-(2-fluoro-5-methyl-phenoxy)-but-2-enoic acid ethyl ester (1.11 g, 4.65 mmol) in dichloromethane (18.9 mL) was treated with N-bromosuccinimide (0.87 g, 4.89 mmol) and benzoyl peroxide (90 mg, 0.37 mmol). The reaction was then heated to 75° C. overnight. At this time, the reaction was cooled to 25° C. and then concentrated in vacuo. Purification by Analogix flash chromatography (40 g, 2% ethyl acetate/hexanes) afforded (E)-4-bromo-3-(2-fluoro-5-methyl-phenoxy)-but-2-enoic acid ethy... Run at temperature 75 celsius. The reactants are C(C)OC(C=C(C)OC1=C(C=CC(=C1)C)F)=O (3-(2-fluoro-5-methyl-phenoxy)-but-2-enoic acid ethyl ester), BrN1C(CCC1=O)=O (N-bromosuccinimide). Reaction SMILES: [CH2:1]([O:3][C:4](=[O:17])[CH:5]=[C:6]([O:8][C:9]1[CH:14]=[C:13]([CH3:15])[CH:12]=[CH:11][C:10]=1[F:16])[CH3:7])[CH3:2].[Br:18]N1C(=O)CCC1=O>ClCCl.C(OOC(=O)C1C=CC=CC=1)(=O)C1C=CC=CC=1>[CH2:1]([O:3][C:4](=[O:17])/[CH:5]=[C:6](/[O:8][C:9]1[CH:14]=[C:13]([CH3:15])[CH:12]=[CH:11][C:10]=1[F:16])\[CH2:7][Br:18])[CH3:2]. The product is C(C)OC(\C=C(/CBr)\OC1=C(C=CC(=C1)C)F)=O ((E)-4-bromo-3-(2-fluoro-5-methyl-phenoxy)-but-2-enoic acid ethyl ester). The solvent is ClCCl (dichloromethane). The reagents and catalysts are C(C1=CC=CC=C1)(=O)OOC(C1=CC=CC=C1)=O (benzoyl peroxide).